Dataset: the Open Reaction Database (ORD), a public repository of structured organic reaction records. Task: describe an organic reaction: reactants, conditions, products, and yield The reactants are Example 9, CC(C)(C)C1=CC(=C2C=C(C(=O)C(=C2)C(C)(C)C)C(C)(C)C)C=C(C1=O)C(C)(C)C (3,3',5,5'-tetra-tert-butyl-diphenoquinone), p- and m-tert-butyl-ethylbenzene. The reagents and catalysts are [Pd] (Pd/C). Conditions: time 3 hour. Product: C1(=CC=C(C=C1)C1=CC=C(C=C1)O)O (4,4'-biphenol). Yield: 85.4%. Reaction SMILES: CC([C:5]1[C:25](=[O:26])[C:24](C(C)(C)C)=[CH:23][C:7](=[C:8]2[CH:14]=[C:13](C(C)(C)C)[C:11](=[O:12])[C:10](C(C)(C)C)=[CH:9]2)[CH:6]=1)(C)C>[Pd]>[C:11]1([OH:12])[CH:10]=[CH:9][C:8]([C:7]2[CH:23]=[CH:24][C:25]([OH:26])=[CH:5][CH:6]=2)=[CH:14][CH:13]=1. Procedure details: 10 g (24.5 mmol) of 3,3',5,5'-tetra-tert-butyl-diphenoquinone in 40 ml of ethylbenzene was hydrogenated as in Example 9. The filtered reaction mixture containing 4,4'-bis(2,6-di-tert-butylphenol) was transferred to a heavy walled bottle containing a magnetic stirring bar and as strong solid acid 9 g Nafion® 117, which was obtained from the Du Pont Company as a film, which was cut into small pieces, treated with conc. HCl at 70° C. for one hour, washed with water and acetone and dried in an oven ... Starting materials: COC(=O)c1ccc(CCCc2ncccc2OCc2ccccc2)cc1, CCO, Cl, [Na+], [OH-]. The product is O=C(O)c1ccc(CCCc2ncccc2OCc2ccccc2)cc1. As a reaction SMILES: [CH2:1]([c:2]1[cH:3][cH:4][cH:5][cH:6][cH:7]1)[O:8][c:9]1[c:10]([CH2:15][CH2:16][CH2:17][c:18]2[cH:19][cH:20][c:21]([C:22](=[O:23])[O:24][CH3:25])[cH:26][cH:27]2)[n:11][cH:12][cH:13][cH:14]1.[CH3:31][CH2:32][OH:33].[ClH:30].[Na+:29].[OH-:28]>>[CH2:1]([c:2]1[cH:3][cH:4][cH:5][cH:6][cH:7]1)[O:8][c:9]1[c:10]([CH2:15][CH2:16][CH2:17][c:18]2[cH:19][cH:20][c:21]([C:22](=[O:23])[OH:24])[cH:26][cH:27]2)[n:11][cH:12][cH:13][cH:14]1. Starting materials: BrCCCCCCCCCCCO (11-bromoundecan-1-ol), CNC=O (N-methylformamide), [OH-].[Na+] (sodium hydroxide), C([O-])([O-])=O.[K+].[K+] (potassium carbonate). The reagents and catalysts are S([O-])(O)(=O)=O.C(CCC)[N+](CCCC)(CCCC)CCCC (tetrabutylammonium bisulfate). The solvent is CN1CCCN(C1=O)C (dimethylpropyleneurea), CN1CCCN(C1=O)C (dimethylpropyleneurea), O (water). Run at time 1 hour. The product is CN(C=O)CCCCCCCCCCCO (N-methyl-N-(11-hydroxyundecyl)-formamide). Yield: 91.0%. As a reaction SMILES: [CH3:1][NH:2][CH:3]=[O:4].[OH-].[Na+].C(=O)([O-])[O-].[K+].[K+].Br[CH2:14][CH2:15][CH2:16][CH2:17][CH2:18][CH2:19][CH2:20][CH2:21][CH2:22][CH2:23][CH2:24][OH:25]>S(=O)(=O)(O)[O-].C([N+](CCCC)(CCCC)CCCC)CCC.CN1C(=O)N(C)CCC1.O>[CH3:1][N:2]([CH2:14][CH2:15][CH2:16][CH2:17][CH2:18][CH2:19][CH2:20][CH2:21][CH2:22][CH2:23][CH2:24][OH:25])[CH:3]=[O:4] |f:1.2,3.4.5,7.8|. Reported procedure: A mixture of 5.8 g of N-methylformamide, 13.6 g of sodium hydroxide solution powder [sic], 5.8 g of potassium carbonate powder, 3.2 g of tetrabutylammonium bisulfate and 90 ml of dimethylpropyleneurea was stirred for 1 hour at room temperature. Thereafter, the resulting mixture was heated at 40° C. for 20 minutes and then to 70° C. At this temperature, a solution of 25 g of 11-bromoundecan-1-ol in 70 ml of dimethylpropyleneurea was added dropwise to the mixture. The resulting reaction mixture wa... Starting materials: C(C1=CC=CC=C1)N[C@@H]1CC[C@H](CC1)C1=C(C=C(C=C1)C(=O)OC(C)(C)C)CNC (trans-N-benzyl-4-(4-tert.butoxycarbonyl-methylaminomethylphenyl)cyclohexylamine), C1(=CC=CC=C1)C=CCC(=O)Cl (4-phenyl-3-butenoylchloride), petroleum ether ethyl acetate methanol. Yields the product C(C1=CC=CC=C1)N(C(CC=CC1=CC=CC=C1)=O)[C@@H]1CC[C@H](CC1)C1=C(C=C(C=C1)C(=O)OC(C)(C)C)CNC (trans-N-benzyl-N-(4-phenyl-3-butenoyl)-4-(4-tert.butoxycarbonyl-methylaminomethylphenyl)-cyclohexylamine). Reaction SMILES: [CH2:1]([NH:8][C@H:9]1[CH2:14][CH2:13][C@H:12]([C:15]2[CH:20]=[CH:19][C:18]([C:21]([O:23][C:24]([CH3:27])([CH3:26])[CH3:25])=[O:22])=[CH:17][C:16]=2[CH2:28][NH:29][CH3:30])[CH2:11][CH2:10]1)[C:2]1[CH:7]=[CH:6][CH:5]=[CH:4][CH:3]=1.[C:31]1([CH:37]=[CH:38][CH2:39][C:40](Cl)=[O:41])[CH:36]=[CH:35][CH:34]=[CH:33][CH:32]=1>>[CH2:1]([N:8]([C@H:9]1[CH2:14][CH2:13][C@H:12]([C:15]2[CH:20]=[CH:19][C:18]([C:21]([O:23][C:24]([CH3:26])([CH3:27])[CH3:25])=[O:22])=[CH:17][C:16]=2[CH2:28][NH:29][CH3:30])[CH2:11][CH2:10]1)[C:40](=[O:41])[CH2:39][CH:38]=[CH:37][C:31]1[CH:36]=[CH:35][CH:34]=[CH:33][CH:32]=1)[C:2]1[CH:3]=[CH:4][CH:5]=[CH:6][CH:7]=1. Procedure: from trans-N-benzyl-4-(4-tert.butoxycarbonyl-methylaminomethylphenyl)cyclohexylamine and 4-phenyl-3-butenoylchloride. Colourless oil. Rf value: 0.26 (alumina, petroleum ether/ethyl acetate/methanol=10:10:1, v:v:v). The reactants are C(=O)(OCC1C2=CC=CC=C2C2=CC=CC=C12)N[C@@H](CCC)C(=O)O (Fmoc-norvaline), S(=O)(Cl)Cl (thionyl chloride), C1=CC=CC=2C3=CC=CC=C3C(C12)COC(=O)N[C@@H](CCC)CO (9-fluorenylmethoxy-carbonyl-norvalinol). The solvent is CO (methanol), C(C)(=O)OCC (ethyl acetate). The product is title compound, COC([C@@H](NC(=O)OCC1C2=CC=CC=C2C=2C=CC=CC12)CCC)=O (9-fluorenylmethoxy-carbonyl-norvaline methyl ester). As a reaction SMILES: [CH:1]1C2C(COC(N[C@H](CO)CCC)=O)C3C(=CC=CC=3)C=2C=CC=1.[C:25]([NH:42][C@H:43]([C:47]([OH:49])=[O:48])[CH2:44][CH2:45][CH3:46])([O:27][CH2:28][CH:29]1[C:41]2[C:36](=[CH:37][CH:38]=[CH:39][CH:40]=2)[C:35]2[C:30]1=[CH:31][CH:32]=[CH:33][CH:34]=2)=[O:26].S(Cl)(Cl)=O>CO.C(OCC)(=O)C>[CH3:1][O:48][C:47](=[O:49])[C@H:43]([CH2:44][CH2:45][CH3:46])[NH:42][C:25]([O:27][CH2:28][CH:29]1[C:30]2[CH:31]=[CH:32][CH:33]=[CH:34][C:35]=2[C:36]2[C:41]1=[CH:40][CH:39]=[CH:38][CH:37]=2)=[O:26]. Procedure details: FIG. 11 depicts a reaction scheme for the synthesis of 11-2b, 9-fluorenylmethoxy-carbonyl-norvalinol, a description of the synthesis of which follows. To a chilled solution of Fmoc-norvaline (25 g, 73.75 mmol) in anhydrous methanol (469 ml), was added thionyl chloride (53.76 ml, 737.5 mmol) over one hour. Thin layer chromatography in ethyl acetate after an hour confirmed the completion of the reaction (Rf=0.85). The reaction mixture was concentrated and the remaining residue was dissolved in eth... Reactants: ClC1=C(C(=O)OC(C)C)C=C(C(=C1)F)N=C=O (isopropyl 2-chloro-4-fluoro-5-isocyanatobenzoate), N\C(=C(/C(=O)OCC)\C)\C (ethyl 3-amino-2-methylcrotonate). Yields the product ClC1=C(C(=O)OC(C)C)C=C(C(=C1)F)NC(=O)NC(=C(C)C(=O)OCC)C (isopropyl 2-chloro-4-fluoro-5-{3-[2-(ethoxycarbonyl)-1-methylpropenyl]ureido}-benzoate). As a reaction SMILES: [Cl:1][C:2]1[CH:13]=[C:12]([F:14])[C:11]([N:15]=[C:16]=[O:17])=[CH:10][C:3]=1[C:4]([O:6][CH:7]([CH3:9])[CH3:8])=[O:5].[NH2:18]/[C:19](/[CH3:27])=[C:20](/[CH3:26])\[C:21]([O:23][CH2:24][CH3:25])=[O:22]>>[Cl:1][C:2]1[CH:13]=[C:12]([F:14])[C:11]([NH:15][C:16]([NH:18][C:19]([CH3:27])=[C:20]([C:21]([O:23][CH2:24][CH3:25])=[O:22])[CH3:26])=[O:17])=[CH:10][C:3]=1[C:4]([O:6][CH:7]([CH3:8])[CH3:9])=[O:5]. Procedure details: using isopropyl 2-chloro-4-fluoro-5-isocyanatobenzoate and ethyl 3-amino-2-methylcrotonate there is obtained isopropyl 2-chloro-4-fluoro-5-{3-[2-(ethoxycarbonyl)-1-methylpropenyl]ureido}-benzoate, m.p. 145°-147° C., Reactants: CC=1C(=C(C(=C(O)C1)C)C)O (trimethylhydroquinone), CC(C)CCCC(C)CCCC(C)CCCC(C)(C=C)O (isophytol), C(C)(=O)O (acetic acid). Reagents/catalysts: [Cl-].[Zn+2].[Cl-] (zinc chloride). Solvent: petroleum ether, CO (methanol), CCOCC (ether). Conditions: temperature -78 celsius. The product is C(\C=C(/C)\CCC[C@H](C)CCC[C@H](C)CCCC(C)C)C1=C(C(=C(C(=C1O)C)C)O)C (Phytyltrimethylhydroquinone). Isolated yield 47.0%. As a reaction SMILES: [CH3:1][C:2]1[C:3]([OH:11])=[C:4]([CH3:10])[C:5]([CH3:9])=[C:6]([CH:8]=1)[OH:7].[CH3:12][CH:13]([CH2:15][CH2:16][CH2:17][CH:18]([CH2:20][CH2:21][CH2:22][CH:23]([CH2:25][CH2:26][CH2:27][C:28](O)([CH:30]=C)[CH3:29])[CH3:24])[CH3:19])[CH3:14].[C:33](O)(=O)C>CCOCC.CO.[Cl-].[Zn+2].[Cl-]>[CH2:1]([C:2]1[C:3]([OH:11])=[C:4]([CH3:10])[C:5]([CH3:9])=[C:6]([OH:7])[C:8]=1[CH3:33])/[CH:12]=[C:13](/[CH2:15][CH2:16][CH2:17][C@@H:18]([CH2:20][CH2:21][CH2:22][C@@H:23]([CH2:25][CH2:26][CH2:27][CH:28]([CH3:30])[CH3:29])[CH3:24])[CH3:19])\[CH3:14] |f:5.6.7|. Procedure: The solution of trimethylhydroquinone (30, 7.5 g, 49.28 mmol), isophytol (12 g, 40.47 mmol), anhydrous zinc chloride (3 g, 22.01 mmol) and 0.4 mL of glacial acetic acid in 60 mL of absolute ether was refluxed for 1 h. The solvent was then removed in vacuo at 50° C. and the slurry obtained was dissolved in a mixture of 50 mL of petroleum ether and 20 mL of 70% aqueous methanol. The emulsion formed was destroyed by the addition of 20 mL of ether. The ether layer was dried (Na2SO4) and evaporated i... Product: C(C)OC(=O)C1=CN(CC(C2=C1NC=1CCCCC21)(C)C)C(C2=CC=C(C=C2)F)=O (3-(4-fluoro-benzoyl)-1,1-dimethyl-1,2,3,6,7,8,9,10-octahydro-azepino[4,5-b]indole-5-carboxylic acid ethyl ester), solid. The reagents and catalysts are O=[Pt]=O (Adams catalyst). Procedure details: A solution of 3-(4-fluoro-benzoyl)-1,1-dimethyl-1,2,3,6-tetrahydro-azepino[4,5-b]indole-5-carboxylic acid ethyl ester (1.03 g) in 40 mL of glacial acetic acid containing 370 mg of Adams catalyst was subjected to hydrogenation under atmospheric pressure of hydrogen for 20 hours at room temperature. (Boekelheide, V. and Liu, C-T, J. Am. Chem. Soc. 1952, 74, 4920-4922). The catalyst was removed by filtration and the filtrate was concentrated in vacuo. The crude product was purified first by column ... The solvent is C(C)(=O)O (acetic acid). RXN SMILES: [CH2:1]([O:3][C:4]([C:6]1[C:12]2[NH:13][C:14]3[CH:15]=[CH:16][CH:17]=[CH:18][C:19]=3[C:11]=2[C:10]([CH3:21])([CH3:20])[CH2:9][N:8]([C:22](=[O:30])[C:23]2[CH:28]=[CH:27][C:26]([F:29])=[CH:25][CH:24]=2)[CH:7]=1)=[O:5])[CH3:2].[H][H]>C(O)(=O)C.O=[Pt]=O>[CH2:1]([O:3][C:4]([C:6]1[C:12]2[NH:13][C:14]3[CH2:15][CH2:16][CH2:17][CH2:18][C:19]=3[C:11]=2[C:10]([CH3:21])([CH3:20])[CH2:9][N:8]([C:22](=[O:30])[C:23]2[CH:24]=[CH:25][C:26]([F:29])=[CH:27][CH:28]=2)[CH:7]=1)=[O:5])[CH3:2]. The reactants are C(C)OC(=O)C1=CN(CC(C2=C1NC=1C=CC=CC21)(C)C)C(C2=CC=C(C=C2)F)=O (3-(4-fluoro-benzoyl)-1,1-dimethyl-1,2,3,6-tetrahydro-azepino[4,5-b]indole-5-carboxylic acid ethyl ester), [H][H] (hydrogen). Starting materials: BrC=1C=CN2N=C(N(C(C21)=O)C2=CC=CC=C2)[C@H](C)NC(OC(C)(C)C)=O ((S)-tert-butyl (1-(5-bromo-4-oxo-3-phenyl-3,4-dihydropyrrolo[2,1-f][1,2,4]triazin-2-yl)ethyl)carbamate), C(C)(C)N1CCN(CC1)C(CCCC#C)=O (1-(4-isopropylpiperazin-1-yl)hex-5-yn-1-one). The reagents and catalysts are Cl[Pd]([P](C1=CC=CC=C1)(C2=CC=CC=C2)C3=CC=CC=C3)([P](C4=CC=CC=C4)(C5=CC=CC=C5)C6=CC=CC=C6)Cl (bis(triphenylphosphine)palladium(II) chloride), [Cu](I)I (copper iodide). Solvent: C(C)NCC (diethylamine). Reaction conditions: temperature 60 celsius. The product is C(C)(C)N1CCN(CC1)C(CCCC#CC=1C=CN2N=C(N(C(C21)=O)C2=CC=CC=C2)[C@H](C)NC(OC(C)(C)C)=O)=O ((S)-tert-Butyl (1-(5-(6-(4-isopropylpiperazin-1-yl)-6-oxohex-1-yn-1-yl)-4-oxo-3-phenyl-3,4-dihydropyrrolo[2,1-f][1,2,4]triazin-2-yl)ethyl)carbamate). The yield is 72.9%. Reaction SMILES: Br[C:2]1[CH:3]=[CH:4][N:5]2[C:10]=1[C:9](=[O:11])[N:8]([C:12]1[CH:17]=[CH:16][CH:15]=[CH:14][CH:13]=1)[C:7]([C@@H:18]([NH:20][C:21](=[O:27])[O:22][C:23]([CH3:26])([CH3:25])[CH3:24])[CH3:19])=[N:6]2.[CH:28]([N:31]1[CH2:36][CH2:35][N:34]([C:37](=[O:43])[CH2:38][CH2:39][CH2:40][C:41]#[CH:42])[CH2:33][CH2:32]1)([CH3:30])[CH3:29]>C(NCC)C.Cl[Pd](Cl)([P](C1C=CC=CC=1)(C1C=CC=CC=1)C1C=CC=CC=1)[P](C1C=CC=CC=1)(C1C=CC=CC=1)C1C=CC=CC=1.[Cu](I)I>[CH:28]([N:31]1[CH2:32][CH2:33][N:34]([C:37](=[O:43])[CH2:38][CH2:39][CH2:40][C:41]#[C:42][C:2]2[CH:3]=[CH:4][N:5]3[C:10]=2[C:9](=[O:11])[N:8]([C:12]2[CH:17]=[CH:16][CH:15]=[CH:14][CH:13]=2)[C:7]([C@@H:18]([NH:20][C:21](=[O:27])[O:22][C:23]([CH3:26])([CH3:24])[CH3:25])[CH3:19])=[N:6]3)[CH2:35][CH2:36]1)([CH3:30])[CH3:29] |^1:51,70|. Procedure details: A mixture of (S)-tert-butyl (1-(5-bromo-4-oxo-3-phenyl-3,4-dihydropyrrolo[2,1-f][1,2,4]triazin-2-yl)ethyl)carbamate (140 mg, 0.32 mmol), 1-(4-isopropylpiperazin-1-yl)hex-5-yn-1-one (88 mg, 0.36 mmol), bis(triphenylphosphine)palladium(II) chloride (23 mg, 0.03 mmol) and copper iodide (6 mg, 0.03 mmol) in diethylamine (6 ml) was heated at 60° C. for 3 days. The solvent was removed and the crude purified by reverse phase chromatography (C-18 silica from Waters®, water/1:1 acetonitrile-methanol as e... The reactants are BrCC1=CC(=CC=C1)F (1-(Bromomethyl)-3-fluorobenzene), C([O-])([O-])=O.[K+].[K+] (potassium carbonate), C(C)#N (acetonitrile), OC1=CC=C(C=C1)SC1CCN(CC1)C(=O)OC(C)(C)C (tert-butyl 4-[(4-hydroxyphenyl)sulfanyl]piperidine-1-carboxylate). Run in [Cl-].[Na+].O (brine). Run at temperature 80 celsius. The product is FC=1C=C(COC2=CC=C(C=C2)SC2CCN(CC2)C(=O)OC(C)(C)C)C=CC1 (tert-butyl 4-({4-[(3-fluorobenzyl)oxy]phenyl}sulfanyl)piperidine-1-carboxylate). As a reaction SMILES: Br[CH2:2][C:3]1[CH:8]=[CH:7][CH:6]=[C:5]([F:9])[CH:4]=1.C(=O)([O-])[O-].[K+].[K+].C(#N)C.[OH:19][C:20]1[CH:25]=[CH:24][C:23]([S:26][CH:27]2[CH2:32][CH2:31][N:30]([C:33]([O:35][C:36]([CH3:39])([CH3:38])[CH3:37])=[O:34])[CH2:29][CH2:28]2)=[CH:22][CH:21]=1>[Cl-].[Na+].O>[F:9][C:5]1[CH:4]=[C:3]([CH:8]=[CH:7][CH:6]=1)[CH2:2][O:19][C:20]1[CH:25]=[CH:24][C:23]([S:26][CH:27]2[CH2:28][CH2:29][N:30]([C:33]([O:35][C:36]([CH3:39])([CH3:38])[CH3:37])=[O:34])[CH2:31][CH2:32]2)=[CH:22][CH:21]=1 |f:1.2.3,6.7.8|. Reported procedure: 1-(Bromomethyl)-3-fluorobenzene (0.436 ml) and potassium carbonate (670 mg) were added to an acetonitrile (15 ml) solution containing tert-butyl 4-[(4-hydroxyphenyl)sulfanyl]piperidine-1-carboxylate (1.00 g), followed by heating at 80° C. for 2 hours. The reaction solution was cooled, saturated brine was added thereto, followed by extraction with chloroform. The organic layer was dried over anhydrous sodium sulfate, the solvent was evaporated under reduced pressure, and the resulting residue was...